This data is from the Open Reaction Database (ORD), a public repository of structured organic reaction records. The task is: describe an organic reaction: reactants, conditions, products, and yield The reactants are Cl.OC1[C@H](N)[C@@H](O)[C@H](O)[C@H](O1)CO (glucosamine hydrochloride). Solvent: C(CC)N (n-propylamine). Reaction SMILES: [ClH:1].O[CH:3]1[O:11][C@H:10]([CH2:12][OH:13])[C@@H:8]([OH:9])[C@H:6]([OH:7])[C@H:4]1[NH2:5]>C(N)CC>[ClH:1].[CH2:4]([NH:5][CH:3]1[O:11][C@H:10]([CH2:12][OH:13])[C@@H:8]([OH:9])[C@H:6]([OH:7])[C@H:4]1[NH2:5])[CH2:6][CH3:8] |f:0.1,3.4|. Product: Cl.C(CC)NC1[C@@H]([C@@H](O)[C@H](O)[C@H](O1)CO)N (N-Propyl-(2-amino-2-deoxy-D-glucopyranosyl)-amine hydrochloride). Procedure details: 21.5 g of glucosamine hydrochloride were suspended in 17.7 g of n-propylamine and the suspension was warmed to 70°, until a clear solution was formed. On cooling to room temperature, the product precipitated. Reactants: C(C1=CC=CC=C1)OC=1C=C(C(=O)OC)C=CC1CC1=CC=C(C=C1)CC (Methyl 3-benzyloxy-4-(4-ethylbenzyl)benzoate), Cl (hydrochloric acid), [OH-].[Na+] (sodium hydroxide). The solvent is O1CCCC1 (tetrahydrofuran), C(C)O (ethanol). Run at temperature 80 celsius, time 1 hour. The product is C(C1=CC=CC=C1)OC=1C=C(C(=O)O)C=CC1CC1=CC=C(C=C1)CC (3-benzyloxy-4-(4-ethylbenzyl)benzoic acid). The yield is 91.0%. As a reaction SMILES: [CH2:1]([O:8][C:9]1[CH:10]=[C:11]([CH:16]=[CH:17][C:18]=1[CH2:19][C:20]1[CH:25]=[CH:24][C:23]([CH2:26][CH3:27])=[CH:22][CH:21]=1)[C:12]([O:14]C)=[O:13])[C:2]1[CH:7]=[CH:6][CH:5]=[CH:4][CH:3]=1.[OH-].[Na+].Cl>O1CCCC1.C(O)C>[CH2:1]([O:8][C:9]1[CH:10]=[C:11]([CH:16]=[CH:17][C:18]=1[CH2:19][C:20]1[CH:21]=[CH:22][C:23]([CH2:26][CH3:27])=[CH:24][CH:25]=1)[C:12]([OH:14])=[O:13])[C:2]1[CH:3]=[CH:4][CH:5]=[CH:6][CH:7]=1 |f:1.2|. Procedure details: Methyl 3-benzyloxy-4-(4-ethylbenzyl)benzoate (1.6 g) was dissolved in a mixed solvent of tetrahydrofuran (5 mL) and ethanol (5 mL). To the solution was added 2 mol/L aqueous sodium hydroxide solution (10 mL), and the mixture was stirred at 80° C. for 1 hour. The reaction mixture was cooled to ambient temperature, acidified with 2 mol/L hydrochloric acid, and the mixture was stirred under ice-cooling for 30 minutes. The resulting precipitated crystals were collected by filtration, washed with wat... Conditions: time 5 minute. Procedure: A stirred solution of 3.8 g (0.01 mol) of 7-iodo-1,3-dihydro-5-(2-fluorophenyl)-2H-1,4-benzodiazepine-2-one in 50 ml of dimethyl formamide was cooled in an ice bath under an atmosphere of nitrogen. Potassium t-butoxide, 1.29 g (0.0115 mol) was added and after stirring for 5 minutes, 2.59 g (0.015 mol) of diethyl chlorophosphate was added and the stirring was continued for 5 minutes. A mixture of 2.26 g (0.02 mol) of ethyl isocyanoacetate in 50 ml of dimethylformamide that had been treated with 2... Starting materials: [N+](#[C-])CC(=O)OCC (ethyl isocyanoacetate), IC=1C=CC2=C(C(=NCC(N2)=O)C2=C(C=CC=C2)F)C1 (7-iodo-1,3-dihydro-5-(2-fluorophenyl)-2H-1,4-benzodiazepine-2-one), CC(C)([O-])C.[K+] (Potassium t-butoxide), P(=O)(OCC)(OCC)Cl (diethyl chlorophosphate), CC(C)([O-])C.[K+] (potassium t-butoxide). RXN SMILES: [I:1][C:2]1[CH:3]=[CH:4][C:5]2[NH:11][C:10](=O)[CH2:9][N:8]=[C:7]([C:13]3[CH:18]=[CH:17][CH:16]=[CH:15][C:14]=3[F:19])[C:6]=2[CH:20]=1.CC(C)([O-])C.[K+].P(Cl)(OCC)(OCC)=O.[N+:36]([CH2:38][C:39]([O:41][CH2:42][CH3:43])=[O:40])#[C-:37]>CN(C)C=O>[I:1][C:2]1[CH:3]=[CH:4][C:5]2[N:11]3[CH:37]=[N:36][C:38]([C:39]([O:41][CH2:42][CH3:43])=[O:40])=[C:10]3[CH2:9][N:8]=[C:7]([C:13]3[CH:18]=[CH:17][CH:16]=[CH:15][C:14]=3[F:19])[C:6]=2[CH:20]=1 |f:1.2|. The product is IC=1C=CC2=C(C(=NCC=3N2C=NC3C(=O)OCC)C3=C(C=CC=C3)F)C1 (8-Iodo-6-(2-fluorophenyl)-4H-imidazo[1,5-a][1,4]benzodiazepine-3-carboxylic acid, ethyl ester). Solvent: CN(C=O)C (dimethylformamide), CN(C=O)C (dimethyl formamide). Starting materials: ClC1=NC=C(C(=N1)CCC1=C(C=CC=C1)C1(CC1)C(=O)N)C (1-(2-(2-(2-chloro-5-methylpyrimidin-4-yl)ethyl)phenyl)cyclopropanecarboxamide), NC=1C=NN(C1)C(=O)OC(C)(C)C (tert-butyl 4-amino-1H-pyrazole-1-carboxylate), C(=O)([O-])[O-].[Cs+].[Cs+] (Cs2CO3), CC1(C2=C(C(=CC=C2)P(C3=CC=CC=C3)C4=CC=CC=C4)OC5=C(C=CC=C51)P(C6=CC=CC=C6)C7=CC=CC=C7)C (Xantphos). The reagents and catalysts are CC(=O)[O-].CC(=O)[O-].[Pd+2] (Pd(OAc)2). Run in C(Cl)Cl (DCM), O1CCOCC1 (1,4-dioxane). Reaction conditions: temperature 120 celsius. Yields the product N1N=CC(=C1)NC1=NC=C(C(=N1)CCC1=C(C=CC=C1)C1(CC1)C(=O)N)C (1-(2-(2-(2-((1H-Pyrazol-4-yl)amino)-5-methylpyrimidin-4-yl)ethyl)phenyl)cyclopropanecarboxamide). The yield is 12.0%. As a reaction SMILES: Cl[C:2]1[N:7]=[C:6]([CH2:8][CH2:9][C:10]2[CH:15]=[CH:14][CH:13]=[CH:12][C:11]=2[C:16]2([C:19]([NH2:21])=[O:20])[CH2:18][CH2:17]2)[C:5]([CH3:22])=[CH:4][N:3]=1.[NH2:23][C:24]1[CH:25]=[N:26][N:27](C(OC(C)(C)C)=O)[CH:28]=1.C([O-])([O-])=O.[Cs+].[Cs+].CC1(C)C2C(=C(P(C3C=CC=CC=3)C3C=CC=CC=3)C=CC=2)OC2C(P(C3C=CC=CC=3)C3C=CC=CC=3)=CC=CC1=2>O1CCOCC1.C(Cl)Cl.CC([O-])=O.CC([O-])=O.[Pd+2]>[NH:26]1[CH:25]=[C:24]([NH:23][C:2]2[N:7]=[C:6]([CH2:8][CH2:9][C:10]3[CH:15]=[CH:14][CH:13]=[CH:12][C:11]=3[C:16]3([C:19]([NH2:21])=[O:20])[CH2:18][CH2:17]3)[C:5]([CH3:22])=[CH:4][N:3]=2)[CH:28]=[N:27]1 |f:2.3.4,8.9.10|. Procedure details: A mixture of 1-(2-(2-(2-chloro-5-methylpyrimidin-4-yl)ethyl)phenyl)cyclopropanecarboxamide A40 (0.147 g, 0.465 mmol), tert-butyl 4-amino-1H-pyrazole-1-carboxylate (0.102 g, 0.559 mmol), Cs2CO3 (0.455 g, 1.40 mmol), Xantphos (0.011 g, 0.019 mmol) and Pd(OAc)2 (0.002 g, 0.009 mmol) in 1,4-dioxane (5 mL) was bubbled with N2 for 10 minutes before being heated in the microwave for 20 minutes at 120° C. The reaction mixture was cooled to room temperature, adsorbed onto silica, and purified by column c... Starting materials: C(C(C)C)[C@@]1(N[C@H]([C@H](C1)C1=NC=CN=C1)C1=CC(=CC=C1)C1=CC=CC=C1)C(=O)OC(C)(C)C (rel-(2S,4S,5R)-2-isobutyl-4pyrazin-2-yl-5-(3-phenyl-phenyl)-pyrrolidine-2-carboxylic acid, tert-butyl ester), C(C)(C)(C)C1=CC=C(C(=O)Cl)C=C1 (4-tert-butylbenzoyl chloride), Intermediate 3. Yields the product C(C)(C)(C)C1=CC=C(C(=O)N2[C@@](C[C@@H]([C@@H]2C2=CC(=CC=C2)C2=CC=CC=C2)C2=NC=CN=C2)(C(=O)OC(C)(C)C)CC(C)C)C=C1 (rel-(2S,4S,5R)-1-(4-tert-butylbenzoyl)-2-isobutyl-4-pyrazin-2-yl-5-(3-phenyl-phenyl)-pyrrolidine-2-carboxylic acid, tert-butyl ester). As a reaction SMILES: [CH2:1]([C@@:5]1([C:28]([O:30][C:31]([CH3:34])([CH3:33])[CH3:32])=[O:29])[CH2:9][C@H:8]([C:10]2[CH:15]=[N:14][CH:13]=[CH:12][N:11]=2)[C@H:7]([C:16]2[CH:21]=[CH:20][CH:19]=[C:18]([C:22]3[CH:27]=[CH:26][CH:25]=[CH:24][CH:23]=3)[CH:17]=2)[NH:6]1)[CH:2]([CH3:4])[CH3:3].[C:35]([C:39]1[CH:47]=[CH:46][C:42]([C:43](Cl)=[O:44])=[CH:41][CH:40]=1)([CH3:38])([CH3:37])[CH3:36]>>[C:35]([C:39]1[CH:40]=[CH:41][C:42]([C:43]([N:6]2[C@@H:7]([C:16]3[CH:21]=[CH:20][CH:19]=[C:18]([C:22]4[CH:27]=[CH:26][CH:25]=[CH:24][CH:23]=4)[CH:17]=3)[C@@H:8]([C:10]3[CH:15]=[N:14][CH:13]=[CH:12][N:11]=3)[CH2:9][C@@:5]2([CH2:1][CH:2]([CH3:4])[CH3:3])[C:28]([O:30][C:31]([CH3:32])([CH3:34])[CH3:33])=[O:29])=[O:44])=[CH:46][CH:47]=1)([CH3:38])([CH3:36])[CH3:37]. Procedure: The ester from stage A was acylated with 4-tert-butylbenzoyl chloride in a similar manner to that described in Intermediate 3, to afford rel-(2S,4S,5R)-1-(4-tert-butylbenzoyl)-2-isobutyl-4-pyrazin-2-yl-5-(3-phenyl-phenyl)-pyrrolidine-2-carboxylic acid, tert-butyl ester. Starting materials: CCN(C(C)C)C(C)C (DIPEA), C[C@@H]1CN(C[C@@H](O1)C)C=1SC(=C(N1)NC)C1=CC(=NC(=C1)C)C ([2-(cis-2,6-dimethyl-morpholin-4-yl)-5-(2,6-dimethyl-pyridin-4-yl)-thiazol-4-yl]-methylamine), CC1=NOC(=C1)C(=O)Cl (3-Methylisoxazole-5-carbonyl chloride). Run in C(Cl)Cl (DCM). Reaction conditions: temperature 0 celsius, time 1 hour. Yields the product C[C@@H]1CN(C[C@@H](O1)C)C=1SC(=C(N1)CNC(=O)C1=CC(=NO1)C)C1=CC(=NC(=C1)C)C (N-[[2-[(2R,6S)-2,6-dimethyl-4-morpholinyl]-5-(2,6-dimethyl-4-pyridinyl)-4-thiazolyl]methyl]-3-methyl-5-isoxazolecarboxamide). The yield is 63.9%. Reaction SMILES: C[CH2:2][N:3](C(C)C)C(C)C.[CH3:10][C@H:11]1[O:16][C@@H:15]([CH3:17])[CH2:14][N:13]([C:18]2[S:19][C:20]([C:25]3[CH:30]=[C:29]([CH3:31])[N:28]=[C:27]([CH3:32])[CH:26]=3)=[C:21](NC)[N:22]=2)[CH2:12]1.[CH3:33][C:34]1[CH:38]=[C:37]([C:39](Cl)=[O:40])[O:36][N:35]=1>C(Cl)Cl>[CH3:10][C@H:11]1[O:16][C@@H:15]([CH3:17])[CH2:14][N:13]([C:18]2[S:19][C:20]([C:25]3[CH:26]=[C:27]([CH3:32])[N:28]=[C:29]([CH3:31])[CH:30]=3)=[C:21]([CH2:2][NH:3][C:39]([C:37]3[O:36][N:35]=[C:34]([CH3:33])[CH:38]=3)=[O:40])[N:22]=2)[CH2:12]1. Procedure: DIPEA (0.16 mL, 0.97 mmol) was added to a solution of Intermediate 5 (150 mg, 0.45 mmol) in DCM (6 mL). The reaction mixture was cooled to 0° C. under nitrogen atmosphere. 3-Methylisoxazole-5-carbonyl chloride (79 mg, 0.54 mmol) was then added dropwise and stirring was continued for 1 h at room temperature. The reaction was washed with sodium bicarbonate and then twice with water. The organic layer was dried over a magnesium sulphate plug and evaporated. The residue was purified by preparative H... Reactants: Cl.ClC1=CN=NC2=CC(=C(C=C12)OC)OC (4-chloro-6,7-dimethoxycinnoline hydrochloride), ClC1=CC(=C(N)C=C1O)F (4-chloro-2-fluoro-5-hydroxyaniline). The product is ClC1=CC(=C(NC2=CN=NC3=CC(=C(C=C23)OC)OC)C=C1O)F (4-(4-chloro-2-fluoro-5-hydroxyanilino)-6,7-dimethoxycinnoline), hydrochloride salt. Yield: 82.0%. RXN SMILES: Cl.Cl[C:3]1[C:12]2[C:7](=[CH:8][C:9]([O:15][CH3:16])=[C:10]([O:13][CH3:14])[CH:11]=2)[N:6]=[N:5][CH:4]=1.[Cl:17][C:18]1[C:24]([OH:25])=[CH:23][C:21]([NH2:22])=[C:20]([F:26])[CH:19]=1>>[Cl:17][C:18]1[C:24]([OH:25])=[CH:23][C:21]([NH:22][C:3]2[C:12]3[C:7](=[CH:8][C:9]([O:15][CH3:16])=[C:10]([O:13][CH3:14])[CH:11]=3)[N:6]=[N:5][CH:4]=2)=[C:20]([F:26])[CH:19]=1 |f:0.1|. Procedure: A solution of 4-chloro-6,7-dimethoxycinnoline hydrochloride (261 mg, 1 mmol), (prepared as described for the starting material in Example 1), and 4-chloro-2-fluoro-5-hydroxyaniline (193 mg, 1.2 mmol), (prepared as described in EP 061741), was treated in a manner similar to that described in Example 21 in order to produce 4-(4-chloro-2-fluoro-5-hydroxyanilino)-6,7-dimethoxycinnoline as an hydrochloride salt (315 mg, 82%).